Dataset: the Open Reaction Database (ORD), a public repository of structured organic reaction records. Task: describe an organic reaction: reactants, conditions, products, and yield The reactants are COC=1N=CC=C2C1OC=C2 (7-methoxyfuro[2,3-c]pyridine), C=O (formaldehyde). The product is COC=1N=CC=C2C1OC(=C2)CO ((7-Methoxyfuro[2,3-c]pyridin-2-yl)methanol). As a reaction SMILES: [CH3:1][O:2][C:3]1[N:4]=[CH:5][CH:6]=[C:7]2[CH:11]=[CH:10][O:9][C:8]=12.[CH2:12]=[O:13]>>[CH3:1][O:2][C:3]1[N:4]=[CH:5][CH:6]=[C:7]2[CH:11]=[C:10]([CH2:12][OH:13])[O:9][C:8]=12. Procedure: Starting from 7-methoxyfuro[2,3-c]pyridine (2.06 g) and formaldehyde (27 ml). Purification by column chromatography on silica eluting with 50% hexane in ethyl acetate gave the title compound (1.4 g) as a white solid. The reactants are ClCCC(=O)NC1=CC(=CC=C1)F (3-chloro-N-(3-fluorophenyl)propanamide), [Al+3].[Cl-].[Cl-].[Cl-] (AlCl3). Run at temperature 120 celsius, time 5 hour. The product is FC1=CC=C2CCC(NC2=C1)=O (7-fluoro-1,2,3,4-tetrahydroquinolin-2-one). Isolated yield 61.0%. As a reaction SMILES: Cl[CH2:2][CH2:3][C:4]([NH:6][C:7]1[CH:12]=[CH:11][CH:10]=[C:9]([F:13])[CH:8]=1)=[O:5].[Al+3].[Cl-].[Cl-].[Cl-]>>[F:13][C:9]1[CH:8]=[C:7]2[C:12]([CH2:2][CH2:3][C:4](=[O:5])[NH:6]2)=[CH:11][CH:10]=1 |f:1.2.3.4|. Procedure: To the solid of 3-chloro-N-(3-fluorophenyl)propanamide (3 g, 14.88 mmol) was added AlCl3 (6.3 g, 0.047 mmol) and maintained with an inert atmosphere of nitrogen with stirring for 5 h at 120° C. The reaction was then quenched with ice-water, extracted with ethyl acetate (3×50 ml) and the organic layers were combined, dried over anhydrous magnesium sulfate and concentrated in vacuo. The residue was purified by silica gel column chromatography with 4% ethyl acetate in petroleum ether to afford 7-fl... The reactants are O=C(n1ccnc1)n1ccnc1, CN(C)c1ccccn1, CC#N, O=C1CNCCN1Cc1ccc(F)cc1. Product: O=C1CN(C(=O)n2ccnc2)CCN1Cc1ccc(F)cc1. RXN SMILES: [C:16](=[O:17])([n:18]1[cH:19][n:20][cH:21][cH:22]1)[n:23]1[cH:24][cH:25][n:26][cH:27]1.[CH3:28][N:29]([c:30]1[cH:31][cH:32][cH:33][cH:34][n:35]1)[CH3:36].[CH3:37][C:38]#[N:39].[F:1][c:2]1[cH:3][cH:4][c:5]([CH2:6][N:7]2[C:8](=[O:13])[CH2:9][NH:10][CH2:11][CH2:12]2)[cH:14][cH:15]1>>[F:1][c:2]1[cH:3][cH:4][c:5]([CH2:6][N:7]2[C:8](=[O:13])[CH2:9][N:10]([C:16](=[O:17])[n:18]3[cH:19][n:20][cH:21][cH:22]3)[CH2:11][CH2:12]2)[cH:14][cH:15]1. Reactants: O=C(OCc1ccccc1)c1ccc(-c2ccccn2)cc1OCc1ccccc1, CO, CCOC(C)=O, Cl, [Na+], C1COCCO1, [OH-], O. Yields the product O=C(O)c1ccc(-c2ccccn2)cc1OCc1ccccc1. As a reaction SMILES: [CH2:3]([c:4]1[cH:5][cH:6][cH:7][cH:8][cH:9]1)[O:10][c:11]1[c:12]([C:13](=[O:14])[O:15][CH2:16][c:17]2[cH:18][cH:19][cH:20][cH:21][cH:22]2)[cH:23][cH:24][c:25](-[c:27]2[n:28][cH:29][cH:30][cH:31][cH:32]2)[cH:26]1.[CH3:41][OH:42].[CH3:43][CH2:44][O:45][C:46](=[O:47])[CH3:48].[ClH:34].[Na+:2].[O:35]1[CH2:36][CH2:37][O:38][CH2:39][CH2:40]1.[OH-:1].[OH2:33]>>[CH2:3]([c:4]1[cH:5][cH:6][cH:7][cH:8][cH:9]1)[O:10][c:11]1[c:12]([C:13](=[O:14])[OH:15])[cH:23][cH:24][c:25](-[c:27]2[n:28][cH:29][cH:30][cH:31][cH:32]2)[cH:26]1. The reactants are CCO, S=C=NCC1CC(c2ccc(Cl)cc2)=NO1, NN. Product: NNC(=S)NCC1CC(c2ccc(Cl)cc2)=NO1. As a reaction SMILES: [CH3:19][CH2:20][OH:21].[N:1](=[C:2]=[S:3])[CH2:4][CH:5]1[CH2:6][C:7]([c:10]2[cH:11][cH:12][c:13]([Cl:16])[cH:14][cH:15]2)=[N:8][O:9]1.[NH2:17][NH2:18]>>[NH:1]([C:2](=[S:3])[NH:17][NH2:18])[CH2:4][CH:5]1[CH2:6][C:7]([c:10]2[cH:11][cH:12][c:13]([Cl:16])[cH:14][cH:15]2)=[N:8][O:9]1.